This data is from the Open Reaction Database (ORD), a public repository of structured organic reaction records. The task is: describe an organic reaction: reactants, conditions, products, and yield Yields the product ClC1=C(C=CC(=C1)C(F)(F)F)CCC=1C=C(C(NN1)=O)O (6-{2-[2-Chloro-4-(trifluoromethyl)phenyl]ethyl}-4-hydroxy-2,3-dihydropyridazin-3-one). The reactants are OC=1C(NN=C(C1)CCC1=CC=CC=C1)=O (4-hydroxy-6-(2-phenylethyl)pyridazin-3(2H)-one), C(C1=CC=CC=C1)OC=1N=NC(=CC1OCC1=CC=CC=C1)C#CC1=C(C=C(C=C1)C(F)(F)F)Cl (3,4-bis(benzyloxy)-6-{2-[2-chloro-4-(trifluoromethyl)phenyl]-ethynyl}pyridazine), C(C1=CC=CC=C1)OC=1N=NC(=CC1OCC1=CC=CC=C1)C#CC1=C(C=C(C=C1)C(F)(F)F)Cl (3,4-bis(benzyloxy)-6-{2-[2-chloro-4-(trifluoromethyl)phenyl]-ethynyl}pyridazine). Reported procedure: Prepared as described for 4-hydroxy-6-(2-phenylethyl)pyridazin-3(2H)-one (Example 1) from 3,4-bis(benzyloxy)-6-{2-[2-chloro-4-(trifluoromethyl)phenyl]-ethynyl}pyridazine (Intermediate 69) in 11% yield. As a reaction SMILES: OC1C(=O)NN=C(CCC2C=CC=CC=2)C=1.C([O:24][C:25]1[N:26]=[N:27][C:28]([C:39]#[C:40][C:41]2[CH:46]=[CH:45][C:44]([C:47]([F:50])([F:49])[F:48])=[CH:43][C:42]=2[Cl:51])=[CH:29][C:30]=1[O:31]CC1C=CC=CC=1)C1C=CC=CC=1>>[Cl:51][C:42]1[CH:43]=[C:44]([C:47]([F:49])([F:50])[F:48])[CH:45]=[CH:46][C:41]=1[CH2:40][CH2:39][C:28]1[CH:29]=[C:30]([OH:31])[C:25](=[O:24])[NH:26][N:27]=1. Yield: 11.0%. Starting materials: ClC1=NC=C(C2=CC(=CC=C12)S(=O)(=O)N(C1=NC=NS1)CC1=C(C=C(C=C1)OC)OC)F (1-chloro-N-(2,4-dimethoxybenzyl)-4-fluoro-N-(1,2,4-thiadiazol-5-yl)isoquinoline-6-sulfonamide), COC1=C(C=CC=C1)B(O)O ((2-methoxyphenyl)boronic acid). The product is FC1=CN=C(C2=CC=C(C=C12)S(=O)(=O)NC1=NC=NS1)C1=C(C=CC=C1)OC (4-fluoro-1-(2-methoxyphenyl)-N-(1,2,4-thiadiazol-5-yl)isoquinoline-6-sulfonamide). Reaction SMILES: Cl[C:2]1[C:11]2[C:6](=[CH:7][C:8]([S:12]([N:15](CC3C=CC(OC)=CC=3OC)[C:16]3[S:20][N:19]=[CH:18][N:17]=3)(=[O:14])=[O:13])=[CH:9][CH:10]=2)[C:5]([F:32])=[CH:4][N:3]=1.[CH3:33][O:34][C:35]1[CH:40]=[CH:39][CH:38]=[CH:37][C:36]=1B(O)O>>[F:32][C:5]1[C:6]2[C:11](=[CH:10][CH:9]=[C:8]([S:12]([NH:15][C:16]3[S:20][N:19]=[CH:18][N:17]=3)(=[O:13])=[O:14])[CH:7]=2)[C:2]([C:36]2[CH:37]=[CH:38][CH:39]=[CH:40][C:35]=2[O:34][CH3:33])=[N:3][CH:4]=1. Reported procedure: The title compound was prepared in an analogous manner to that of EXAMPLE 228, except that 1-chloro-N-(2,4-dimethoxybenzyl)-4-fluoro-N-(1,2,4-thiadiazol-5-yl)isoquinoline-6-sulfonamide and (2-methoxyphenyl)boronic acid were used as the coupling partners. The final compound was purified via column chromatography (RediSep Gold 12 g silica gel column, gradient elution 0-10% MeOH:DCM) to afford 4-fluoro-1-(2-methoxyphenyl)-N-(1,2,4-thiadiazol-5-yl)isoquinoline-6-sulfonamide as a grey solid. 1H NMR (...